Dataset: the Open Reaction Database (ORD), a public repository of structured organic reaction records. Task: describe an organic reaction: reactants, conditions, products, and yield The reactants are CCO, CC1(C)COc2c1cc(CO)nc2Cl, [Na+], [OH-]. Product: CC1(C)COc2cnc(CO)cc21. Reaction SMILES: [CH3:17][CH2:18][OH:19].[Cl:1][c:2]1[n:3][c:4]([CH2:13][OH:14])[cH:5][c:6]2[c:7]1[O:8][CH2:9][C:10]2([CH3:11])[CH3:12].[Na+:16].[OH-:15]>>[cH:2]1[n:3][c:4]([CH2:13][OH:14])[cH:5][c:6]2[c:7]1[O:8][CH2:9][C:10]2([CH3:11])[CH3:12]. Reactants: NC1=NC=NC(=C1C(=O)NC1=CC(=C(C=C1)OC)F)Cl (4-Amino-6-chloro-N-(3-fluoro-4-methoxyphenyl)pyrimidine-5-carboxamide), B(Br)(Br)Br (boron tribromide). Run in ClCCl (dichloromethane). Product: NC1=NC=NC(=C1C(=O)NC1=CC(=C(C=C1)O)F)Br (4-Amino-6-bromo-N-(3-fluoro-4-hydroxyphenyl)pyrimidine-5-carboxamide). The yield is 37.5%. As a reaction SMILES: [NH2:1][C:2]1[C:7]([C:8]([NH:10][C:11]2[CH:16]=[CH:15][C:14]([O:17]C)=[C:13]([F:19])[CH:12]=2)=[O:9])=[C:6](Cl)[N:5]=[CH:4][N:3]=1.B(Br)(Br)[Br:22]>ClCCl>[NH2:1][C:2]1[C:7]([C:8]([NH:10][C:11]2[CH:16]=[CH:15][C:14]([OH:17])=[C:13]([F:19])[CH:12]=2)=[O:9])=[C:6]([Br:22])[N:5]=[CH:4][N:3]=1. Procedure: 4-Amino-6-chloro-N-(3-fluoro-4-methoxyphenyl)pyrimidine-5-carboxamide (675 mg, 2.28 mmol) was treated with boron tribromide (1M in dichloromethane, 6.80 ml, 6.80 mmol) and using dichloromethane (10 ml) as a solvent according to the method described in Example 23. The solid residue (280 mg, 38% yield) was used in the next synthetic step without further purification. Purity 99%. Starting materials: C1CCOC1, CC(=O)O, CN, O=CC(C(O)C1CCCC1)N1C(=O)c2ccccc2C1=O. Product: CNCC(C(O)C1CCCC1)N1C(=O)c2ccccc2C1=O. RXN SMILES: [CH2:28]1[O:29][CH2:30][CH2:31][CH2:32]1.[CH3:22][C:23](=[O:24])[OH:25].[CH3:26][NH2:27].[CH:1]1([CH:6]([CH:7]([CH:8]=[O:9])[N:10]2[C:11](=[O:20])[c:12]3[cH:13][cH:14][cH:15][cH:16][c:17]3[C:18]2=[O:19])[OH:21])[CH2:2][CH2:3][CH2:4][CH2:5]1>>[CH:1]1([CH:6]([CH:7]([CH2:8][NH:27][CH3:26])[N:10]2[C:11](=[O:20])[c:12]3[cH:13][cH:14][cH:15][cH:16][c:17]3[C:18]2=[O:19])[OH:21])[CH2:2][CH2:3][CH2:4][CH2:5]1. Procedure: A mixture of 5.0 g of 2-(1-methylethyl)-11-oxo-11H-pyrido[2,1-b]quinazoline-8-carboxylic acid, 5.2 g of 3-(3-pyridine)propylbromide hydrobromide, and 5.2 g of potassium carbonate in 200 ml of dimethylformamide was heated to a bath temperature of 70° C. for 45 minutes. The reaction mixture was partitioned between water (100 ml) and dichloromethane (100 ml) and the aqueous layer was extracted with 3×100 ml of dichloromethane. The combined extracts were washed with 100 ml portions of 10% sodium hyd... Yields the product N1=CC(=CC=C1)CCCOC(=O)C=1C=CC2=NC3=CC=C(C=C3C(N2C1)=O)C(C)C (2-(1-methylethyl)-11-oxo-11H-pyrido[2,1-b]quinazoline-8-carboxylic acid 3-(3-pyridyl)propyl ester). Reaction SMILES: [CH3:1][CH:2]([C:4]1[CH:5]=[C:6]2[C:11](=[CH:12][CH:13]=1)[N:10]=[C:9]1[CH:14]=[CH:15][C:16]([C:18]([OH:20])=[O:19])=[CH:17][N:8]1[C:7]2=[O:21])[CH3:3].C(=O)([O-])[O-].[K+].[K+].[CH3:28][N:29]([CH3:32])C=O>>[N:29]1[CH:32]=[CH:1][CH:2]=[C:4]([CH2:13][CH2:12][CH2:11][O:19][C:18]([C:16]2[CH:15]=[CH:14][C:9]3[N:8]([CH:17]=2)[C:7](=[O:21])[C:6]2[C:11](=[CH:12][CH:13]=[C:4]([CH:2]([CH3:1])[CH3:3])[CH:5]=2)[N:10]=3)=[O:20])[CH:28]=1 |f:1.2.3|. The reactants are CC(C)C=1C=C2C(N3C(=NC2=CC1)C=CC(=C3)C(=O)O)=O (2-(1-methylethyl)-11-oxo-11H-pyrido[2,1-b]quinazoline-8-carboxylic acid), 3-(3-pyridine)propylbromide hydrobromide, C([O-])([O-])=O.[K+].[K+] (potassium carbonate), CN(C=O)C (dimethylformamide). The yield is 38.0%. Run at temperature 70 celsius. Reactants: [Si](C)(C)(C(C)(C)C)O[C@H]1CC[C@H](CC1)N1N=CC(=C1C)I (1-(cis-4-{[tert-butyl(dimethyl)silyl]oxy}cyclohexyl)-4-iodo-5-methyl-1H-pyrazole), C1CCOC1 (THF), C(C)(C)[Mg]Cl (isopropylmagnesium chloride), C1CCOC1 (THF), COB1OC(C(O1)(C)C)(C)C (2-methoxy-4,4,5,5-tetramethyl-1,3,2-dioxaborolane), [NH4+].[Cl-] (NH4Cl). Reaction conditions: time 1 hour. The product is [Si](C)(C)(C(C)(C)C)O[C@H]1CC[C@H](CC1)N1N=CC(=C1C)B1OC(C(O1)(C)C)(C)C (1-(cis-4-{[tert-Butyl(dimethyl)silyl]oxy}cyclohexyl)-5-methyl-4-(4,4,5,5-tetramethyl-1,3,2-dioxaborolan-2-yl)-1H-pyrazole). RXN SMILES: [Si:1]([O:8][C@@H:9]1[CH2:14][CH2:13][C@H:12]([N:15]2[C:19]([CH3:20])=[C:18](I)[CH:17]=[N:16]2)[CH2:11][CH2:10]1)([C:4]([CH3:7])([CH3:6])[CH3:5])([CH3:3])[CH3:2].C1COCC1.C([Mg]Cl)(C)C.CO[B:34]1[O:38][C:37]([CH3:40])([CH3:39])[C:36]([CH3:42])([CH3:41])[O:35]1.[NH4+].[Cl-]>>[Si:1]([O:8][C@@H:9]1[CH2:14][CH2:13][C@H:12]([N:15]2[C:19]([CH3:20])=[C:18]([B:34]3[O:38][C:37]([CH3:40])([CH3:39])[C:36]([CH3:42])([CH3:41])[O:35]3)[CH:17]=[N:16]2)[CH2:11][CH2:10]1)([C:4]([CH3:7])([CH3:6])[CH3:5])([CH3:3])[CH3:2] |f:4.5|. Procedure: To a solution of 1-(cis-4-{[tert-butyl(dimethyl)silyl]oxy}cyclohexyl)-4-iodo-5-methyl-1H-pyrazole (870.0 mg, 2.069 mmol) in THF (20 mL, 200 mmol) at rt was added 1.3 M of isopropylmagnesium chloride in THF (6.367 mL, 8.278 mmol), and the mixture was stirred for 1 h. The reaction was quenched with 2-methoxy-4,4,5,5-tetramethyl-1,3,2-dioxaborolane (1.696 mL, 10.35 mmol), and allowed to stir at rt for 1 h. Sat. NH4Cl was added, and the organic solvent was removed in vacuo. The material was extracte...